This data is from the Open Reaction Database (ORD), a public repository of structured organic reaction records. The task is: describe an organic reaction: reactants, conditions, products, and yield Reactants: C(C)(C)(C)OC(=O)N1CC(CC1)OC1=C(C=C2C(C(=CN(C2=N1)C1=C(C=C(C=C1)F)F)C(=O)OCC)=O)F (Ethyl 7-(1-t-butoxycarbonyl-3-pyrrolidinyloxy)-1-(2,4-difluorophenyl)-6-fluoro-1,4-dihydro-4-oxo-1,8-naphthyridine-3-carboxylate), Cl (hydrochloric acid), ester. Run in C(C)(=O)O (acetic acid). Product: Cl.N1CC(CC1)OC1=C(C=C2C(C(=CN(C2=N1)C1=C(C=C(C=C1)F)F)C(=O)O)=O)F (7-(3-Pyrrolidinyloxy)-1-(2,4-difluorophenyl)-6-fluoro-1,4-dihydro-4-oxo-1,8-naphthyridine-3-carboxylic acid hydrochloride). RXN SMILES: C(OC([N:8]1[CH2:12][CH2:11][CH:10]([O:13][C:14]2[N:23]=[C:22]3[C:17]([C:18](=[O:37])[C:19]([C:32]([O:34]CC)=[O:33])=[CH:20][N:21]3[C:24]3[CH:29]=[CH:28][C:27]([F:30])=[CH:26][C:25]=3[F:31])=[CH:16][C:15]=2[F:38])[CH2:9]1)=O)(C)(C)C.[ClH:39]>C(O)(=O)C>[ClH:39].[NH:8]1[CH2:12][CH2:11][CH:10]([O:13][C:14]2[N:23]=[C:22]3[C:17]([C:18](=[O:37])[C:19]([C:32]([OH:34])=[O:33])=[CH:20][N:21]3[C:24]3[CH:29]=[CH:28][C:27]([F:30])=[CH:26][C:25]=3[F:31])=[CH:16][C:15]=2[F:38])[CH2:9]1 |f:3.4|. Reported procedure: Ethyl 7-(1-t-butoxycarbonyl-3-pyrrolidinyloxy)-1-(2,4-difluorophenyl)-6-fluoro-1,4-dihydro-4-oxo-1,8-naphthyridine-3-carboxylate (220 mg), 0.7 ml of concentrated hydrochloric acid and 2.8 ml of acetic acid were used. The ester was treated in a similar manner to Example 1-(2) and recrystallized from ethanol, whereby 80 mg of the title compound was obtained.